This data is from the Open Reaction Database (ORD), a public repository of structured organic reaction records. The task is: describe an organic reaction: reactants, conditions, products, and yield Starting materials: COC(=O)c1c(C)cccc1COc1cccc(OCc2cccc(Br)c2)c1, CS(C)=O. Yields the product Cc1cccc(COc2cccc(OCc3cccc(Br)c3)c2)c1C(=O)O. RXN SMILES: [Br:1][c:2]1[cH:3][c:4]([CH2:5][O:6][c:7]2[cH:8][c:9]([O:10][CH2:11][c:12]3[c:13]([C:14](=[O:15])[O:16][CH3:17])[c:18]([CH3:22])[cH:19][cH:20][cH:21]3)[cH:23][cH:24][cH:25]2)[cH:26][cH:27][cH:28]1.[CH3:29][S:30]([CH3:31])=[O:32]>>[Br:1][c:2]1[cH:3][c:4]([CH2:5][O:6][c:7]2[cH:8][c:9]([O:10][CH2:11][c:12]3[c:13]([C:14](=[O:15])[OH:16])[c:18]([CH3:22])[cH:19][cH:20][cH:21]3)[cH:23][cH:24][cH:25]2)[cH:26][cH:27][cH:28]1. The reactants are [H][H] (hydrogen), FC(C1C2C3=CCCCC3C(C1)C2)(F)F (octahydro-2-trifluormethyl-1,4-methanonaphthalene), [H][H] (hydrogen). Reagents/catalysts: [Pd] (palladium on activated carbon). Solvent: CO (methanol). Reaction conditions: time 45 minute. The product is FC(C1C2C3CCCCC3C(C1)C2)(F)F (decahydro-2-trifluoromethyl-1,4-methanonaphthalene). RXN SMILES: [F:1][C:2]([F:15])([F:14])[CH:3]1[CH2:12][CH:11]2[CH2:13][CH:4]1[C:5]1[CH:10]2[CH2:9][CH2:8][CH2:7][CH:6]=1.[H][H]>[Pd].CO>[F:1][C:2]([F:14])([F:15])[CH:3]1[CH2:12][CH:11]2[CH2:13][CH:4]1[CH:5]1[CH:10]2[CH2:9][CH2:8][CH2:7][CH2:6]1. Procedure: A 400 ml autoclave is charged with 177 g of the thus purified octahydro-2-trifluormethyl-1,4-methanonaphthalene, methanol (100 ml, Burdick & Jackson, HPLC grade), and palladium on activated carbon (1.5 g containing 10% Pd, Alfa products, powder). The autoclave is closed and sealed, then it is shaken under 50 psig hydrogen pressure for 20 minutes at room temperature. The hydrogen pressure is increased to 200 psig for 10 minutes at room temperature followed by 600 psig at 70° C. for 45 minutes. Th... Reactants: FC=1C=C2C(N(C=NC2=CC1F)[C@@H]([C@@](CN1N=CN=C1)(O)C1=C(C=C(C=C1)F)F)C)=O ((1R,2R)-6,7-difluoro-3-[2-(2,4-difluorophenyl)-2-hydroxy-1-methyl-3-(1H-1,2,4-triazol-1-yl)propyl]quinazolin-4(3H)-one), [NH4+].[OH-] (NH4OH). The product is NC1=C(C=C2C(N(C=NC2=C1)[C@@H]([C@@](CN1N=CN=C1)(O)C1=C(C=C(C=C1)F)F)C)=O)F ((1R,2R)-7-Amino-3-[2-(2,4-difluorophenyl)-2-hydroxy-1-methyl-3-(1H-1,2,4-triazol-1-yl)propyl]-6-fluoro quinazolin-4(3H)-one). Reaction SMILES: [F:1][C:2]1[CH:3]=[C:4]2[C:9](=[CH:10][C:11]=1F)[N:8]=[CH:7][N:6]([C@H:13]([CH3:30])[C@:14]([C:22]1[CH:27]=[CH:26][C:25]([F:28])=[CH:24][C:23]=1[F:29])([OH:21])[CH2:15][N:16]1[CH:20]=[N:19][CH:18]=[N:17]1)[C:5]2=[O:31].[NH4+:32].[OH-]>>[NH2:32][C:11]1[CH:10]=[C:9]2[C:4]([C:5](=[O:31])[N:6]([C@H:13]([CH3:30])[C@:14]([C:22]3[CH:27]=[CH:26][C:25]([F:28])=[CH:24][C:23]=3[F:29])([OH:21])[CH2:15][N:16]3[CH:20]=[N:19][CH:18]=[N:17]3)[CH:7]=[N:8]2)=[CH:3][C:2]=1[F:1] |f:1.2|. Procedure: Following a similar procedure to that described in example 40 but using (1R,2R)-6,7-difluoro-3-[2-(2,4-difluorophenyl)-2-hydroxy-1-methyl-3-(1H-1,2,4-triazol-1-yl)propyl]quinazolin-4(3H)-one (obtained in example 15) and NH4OH the title compound was obtained as a white solid: mp 124°-125° C.; 1H NMR (300 MHz, CDCl3) δ (TMS) 8.45 (s, 1H, N=CH--N), 7.86 (d, J=11, 1H, arom), 7.76 (s, 1H, triazole), 7.72 (s, 1H, triazole), 7.6-7.4 (m, 1H, arom), 6.97 (d, J=8.0, 1H, arom), 6.9-6.7 (m, 2H, arom), 5.89 ... Reactants: C1(=CC=CC=C1)[C@@H](C)OC(=O)NC=1C=NC=CC1C1=CC=C(C=C1)OS(=O)(=O)C(F)(F)F (trifluoro-methanesulfonic acid 4-[3-((R)-1-phenyl-ethoxycarbonylamino)-pyridin-4-yl]-phenyl ester), B(O)(O)C1=CC=C(C=C1)C1(CC1)C(=O)O (1-(4-boronophenyl)cyclopropanecarboxylic acid). Yields the product C1(=CC=CC=C1)[C@@H](C)OC(=O)NC=1C=NC=CC1C1=CC=C(C=C1)C1=CC=C(C=C1)C1(CC1)C(=O)O (1-{4′-[3-((R)-1-Phenyl-ethoxycarbonylamino)-pyridin-4-yl]-biphenyl-4-yl}-cyclopropanecarboxylic acid). Reaction SMILES: [C:1]1([C@H:7]([O:9][C:10]([NH:12][C:13]2[CH:14]=[N:15][CH:16]=[CH:17][C:18]=2[C:19]2[CH:24]=[CH:23][C:22](OS(C(F)(F)F)(=O)=O)=[CH:21][CH:20]=2)=[O:11])[CH3:8])[CH:6]=[CH:5][CH:4]=[CH:3][CH:2]=1.B([C:36]1[CH:41]=[CH:40][C:39]([C:42]2([C:45]([OH:47])=[O:46])[CH2:44][CH2:43]2)=[CH:38][CH:37]=1)(O)O>>[C:1]1([C@H:7]([O:9][C:10]([NH:12][C:13]2[CH:14]=[N:15][CH:16]=[CH:17][C:18]=2[C:19]2[CH:20]=[CH:21][C:22]([C:36]3[CH:41]=[CH:40][C:39]([C:42]4([C:45]([OH:47])=[O:46])[CH2:44][CH2:43]4)=[CH:38][CH:37]=3)=[CH:23][CH:24]=2)=[O:11])[CH3:8])[CH:6]=[CH:5][CH:4]=[CH:3][CH:2]=1. Procedure details: Prepared according to the procedure described in Example 1, Step 2, using the following starting materials: trifluoro-methanesulfonic acid 4-[3-((R)-1-phenyl-ethoxycarbonylamino)-pyridin-4-yl]-phenyl ester and 1-(4-boronophenyl)cyclopropanecarboxylic acid. The reactants are ClC1=C(C=CC(=C1)Cl)C#CCCO (4-(2,4-dichlorophenyl)-3-butyn-1-ol), [H][H] (Hydrogen). The reagents and catalysts are [Pt]=O (platinum oxide). Solvent: C(C)O (ethanol). Yields the product ClC1=C(C=CC(=C1)Cl)CCCCO (4-(2,4-dichlorophenyl)-1-butanol). Reaction SMILES: [Cl:1][C:2]1[CH:7]=[C:6]([Cl:8])[CH:5]=[CH:4][C:3]=1[C:9]#[C:10][CH2:11][CH2:12][OH:13].[H][H]>C(O)C.[Pt]=O>[Cl:1][C:2]1[CH:7]=[C:6]([Cl:8])[CH:5]=[CH:4][C:3]=1[CH2:9][CH2:10][CH2:11][CH2:12][OH:13]. Reported procedure: A mixture of 12.0 g (0.0558 mole) of 4-(2,4-dichlorophenyl)-3-butyn-1-ol and 0.4 g of platinum oxide in 280 mL of ethanol was placed in a Parr hydrogenator. Hydrogen gas was introduced into the reactor until there was no further uptake. Upon completion of the reaction, the reaction mixture was filtered to remove the platinum oxide catalyst, and then the solvent was evaporated under reduced pressure, leaving 4-(2,4-dichlorophenyl)-1-butanol as the residue. The NMR spectrum was consistent with pro... Run in C(C)(=O)O (acetic acid). The reagents and catalysts are [Fe] (iron). As a reaction SMILES: [Br:1][C:2]1[C:7]([O:8][CH3:9])=[CH:6][C:5]([N+:10]([O-])=O)=[C:4]([F:13])[CH:3]=1.O.C(OCC)C>C(O)(=O)C.[Fe]>[Br:1][C:2]1[C:7]([O:8][CH3:9])=[CH:6][C:5]([NH2:10])=[C:4]([F:13])[CH:3]=1. The yield is 89.0%. Reported procedure: To a stirred solution of 30.0 g (0.12 mole) of 4-bromo-2-fluoro-5-methoxynitrobenzene in 200 mL of acetic acid was added 40 mL of water, followed by the portionwise addition of 30.0 g (0.54 mole) of iron filings during a 2.5 hour period. Upon complete addition, the reaction mixture was stirred at 25°-35° C. for one hour. Diethyl ether, 200 mL, was added, and the reaction mixture was filtered through a pad of diatomaceous earth. The filtrate was washed with 200 mL of water. The organic layer was ... Run at time 1 hour. Starting materials: BrC1=CC(=C(C=C1OC)[N+](=O)[O-])F (4-bromo-2-fluoro-5-methoxynitrobenzene), O (water), C(C)OCC (Diethyl ether). The product is BrC1=CC(=C(N)C=C1OC)F (4-bromo-2-fluoro-5-methoxyaniline). Starting materials: Cc1ccc(S(=O)(=O)Oc2nc(N)nc3c2CCCC32CCCC2)cc1, ClCCl, Cl, C1COCCO1. Product: Nc1nc(Cl)c2c(n1)C1(CCCC1)CCC2. Reaction SMILES: [CH3:1][c:2]1[cH:3][cH:4][c:5]([S:6]([O:7][c:12]2[n:13][c:14]([NH2:26])[n:15][c:16]3[c:17]2[CH2:18][CH2:19][CH2:20][C:21]32[CH2:22][CH2:23][CH2:24][CH2:25]2)(=[O:8])=[O:9])[cH:10][cH:11]1.[Cl:28][CH2:29][Cl:30].[ClH:27].[O:31]1[CH2:32][CH2:33][O:34][CH2:35][CH2:36]1>>[c:12]1([Cl:27])[n:13][c:14]([NH2:26])[n:15][c:16]2[c:17]1[CH2:18][CH2:19][CH2:20][C:21]21[CH2:22][CH2:23][CH2:24][CH2:25]1. Reactants: C([O-])(O)=O.[Na+] (sodium bicarbonate), ClC=1C=C(C(=O)OO)C=CC1 (m-chloroperoxybenzoic acid), ClC1=C(C=CC=C1)C1=NSC(=N1)SN (3-(2-chlorophenyl)-1,2,4-thiadiazole-5-sulfenamide). The solvent is COCCOC (DME), COCCOC (DME). Run at time 2 hour. Product: ClC1=C(C=CC=C1)C1=NSC(=N1)S(=O)N (3-(2-Chlorophenyl)-1,2,4-thiadiazole-5-sulfinamide). The yield is 16.4%. Reaction SMILES: ClC1C=C(C=CC=1)C(OO)=[O:6].[Cl:12][C:13]1[CH:18]=[CH:17][CH:16]=[CH:15][C:14]=1[C:19]1[N:23]=[C:22]([S:24][NH2:25])[S:21][N:20]=1.C(=O)(O)[O-].[Na+]>COCCOC>[Cl:12][C:13]1[CH:18]=[CH:17][CH:16]=[CH:15][C:14]=1[C:19]1[N:23]=[C:22]([S:24]([NH2:25])=[O:6])[S:21][N:20]=1 |f:2.3|. Reported procedure: A solution of 3.45 g of 85% m-chloroperoxybenzoic acid in 100 ml of DME was added to a solution of 4 g of 3-(2-chlorophenyl)-1,2,4-thiadiazole-5-sulfenamide in 150 ml of DME at -70° C. over an hour. The resulting solution was stirred for 2 hours at -70° and thereafter warmed to room temperature. Concentration gave a solid which was stirred with 100 ml of sodium bicarbonate solution overnight. The solid was collected and the filtrate was extracted with ethyl acetate/dichloromethane. Concentration... Starting materials: COC=1C=CC(=CC1)P2(=S)SP(=S)(S2)C=3C=CC(=CC3)OC (Lawesson's reagent), COC=1C=C2C=3CCN(C(C3NC2=CC1)C)C(C)=O (1-(6-methoxy-1-methyl-2,3,4,9-tetrahydro- 1H-β-carbolin-2-yl)-1 -ethanone). Run in C1(=CC=CC=C1)C (toluene). Product: COC=1C=C2C=3CCN(C(C3NC2=CC1)C)C(C)=S (1-(6-methoxy-1-methyl-2,3,4,9-tetrahydro-1H-βcarbolin-2-yl)-1-ethane-thione). Isolated yield 40.0%. Reaction SMILES: COC1C=CC(P2(SP(C3C=CC(OC)=CC=3)(=S)S2)=[S:10])=CC=1.[CH3:23][O:24][C:25]1[CH:26]=[C:27]2[C:35](=[CH:36][CH:37]=1)[NH:34][C:33]1[CH:32]([CH3:38])[N:31]([C:39](=O)[CH3:40])[CH2:30][CH2:29][C:28]2=1>C1(C)C=CC=CC=1>[CH3:23][O:24][C:25]1[CH:26]=[C:27]2[C:35](=[CH:36][CH:37]=1)[NH:34][C:33]1[CH:32]([CH3:38])[N:31]([C:39](=[S:10])[CH3:40])[CH2:30][CH2:29][C:28]2=1. Procedure: Lawesson's reagent (520 mg) is added portionwise, at 110° C., to a solution of 1-(6-methoxy-1-methyl-2,3,4,9-tetrahydro- 1H-β-carbolin-2-yl)-1 -ethanone (500 mg) in anhydrous toluene (25 mL). After refluxing for 1 h and evaporation of the toluene, the product is chromatographed on silica gel (99/1 chlorofomvmethanol eluent) and the 1-(6-methoxy-1-methyl-2,3,4,9-tetrahydro- 1H-β-carbolin-2-yl)-1 -ethanethione is thus recovered (40% yield).